Dataset: the Open Reaction Database (ORD), a public repository of structured organic reaction records. Task: describe an organic reaction: reactants, conditions, products, and yield The reactants are CC1=C(OCCCC(C(=O)OC)(C)C)C=C(C(=C1)[N+](=O)[O-])C (5-(2,5-Dimethyl-4-nitrophenoxy)-2,2-dimethylpentanoic acid, methyl ester), C(C)(=O)O (acetic acid), ice water. The reagents and catalysts are [Fe] (iron). Yields the product C(C)(=O)NC1=CC(=C(OCCCC(C(=O)OC)(C)C)C=C1C)C (5-[4-{Acetylamino)-2,5-dimethylphenoxy]-2,2-dimethylpentanoic acid, methyl ester). As a reaction SMILES: [CH3:1][C:2]1[CH:18]=[C:17]([N+:19]([O-])=O)[C:16]([CH3:22])=[CH:15][C:3]=1[O:4][CH2:5][CH2:6][CH2:7][C:8]([CH3:14])([CH3:13])[C:9]([O:11][CH3:12])=[O:10].[C:23](O)(=[O:25])[CH3:24]>[Fe]>[C:23]([NH:19][C:17]1[C:16]([CH3:22])=[CH:15][C:3]([O:4][CH2:5][CH2:6][CH2:7][C:8]([CH3:14])([CH3:13])[C:9]([O:11][CH3:12])=[O:10])=[C:2]([CH3:1])[CH:18]=1)(=[O:25])[CH3:24]. Reported procedure: A mixture of 3.1 g (10 mmol) of the 5-(2,5-dimethyl-4-nitrophenoxy)-2,2-dimethylpentanoic acid, methyl ester (Example 1) and 2.0 g (3.5×10 mg-atom) of iron powder (40 mesh) in 35 mL of glacial acetic acid is stirred at reflux for 1.5 hours and poured into an ice-water mixture (300 mL). After scratching the oil crystallizes and the solid is collected on a filter, washed with water, and dried in vacuo at 40° C. The filtrate is extracted with dichloromethane. The extracts are washed with water, dri... Reactants: FC=1C=C(C(O)=CC1)O (4-Fluorocatechol), O=C1N(CCN(C1=O)CC)C(=O)NC(C(=O)O)O (N-(2,3-dioxo-4-ethylpiperazin-1-ylcarbonyl)-2-hydroxyglycine), C([O-])([O-])=O.[Na+].[Na+] (sodium carbonate). Solvent: C(C)(=O)O (acetic acid), S(O)(O)(=O)=O (sulphuric acid), O (water). Reaction conditions: time 8 hour. Product: OC1=CC(=C(C=C1O)C(NC(=O)N1C(C(N(CC1)CC)=O)=O)C(=O)O)F (2-(4,5-Dihydroxy-2-fluorophenyl)-N-(2,3-dioxo-4-ethylpiperazin-1-ylcarbonyl)glycine). Reaction SMILES: [F:1][C:2]1[CH:3]=[C:4]([OH:9])[C:5](=[CH:7][CH:8]=1)[OH:6].[O:10]=[C:11]1[C:16](=[O:17])[N:15]([CH2:18][CH3:19])[CH2:14][CH2:13][N:12]1[C:20]([NH:22][CH:23](O)[C:24]([OH:26])=[O:25])=[O:21].C(=O)([O-])[O-].[Na+].[Na+]>C(O)(=O)C.S(=O)(=O)(O)O.O>[OH:9][C:4]1[C:5]([OH:6])=[CH:7][C:8]([CH:23]([C:24]([OH:26])=[O:25])[NH:22][C:20]([N:12]2[CH2:13][CH2:14][N:15]([CH2:18][CH3:19])[C:16](=[O:17])[C:11]2=[O:10])=[O:21])=[C:2]([F:1])[CH:3]=1 |f:2.3.4|. Procedure: 4-Fluorocatechol (3.06 g., 24 mmole) was added to a suspension of N-(2,3-dioxo-4-ethylpiperazin-1-ylcarbonyl)-2-hydroxyglycine (3.89 g, 15 mmole) in glacial acetic acid (13.5 ml) and concentrated sulphuric acid (1.5 ml). The mixture was stirred overnight, diluted with water (50 ml), adjusted to pH6 with saturated sodium carbonate and washed with ethyl acetate (2×50 ml). The aqueous solution was acidified to pH 2.5 and extracted with ethyl acetate (5×40 ml). The combined extracts were dried and e...